Dataset: the Open Reaction Database (ORD), a public repository of structured organic reaction records. Task: describe an organic reaction: reactants, conditions, products, and yield Starting materials: COC(C(C(C)C)C1=CC=CC=C1)=O (2-phenyl-3-methylbutyric acid methyl ester), [OH-].[Na+] (sodium hydroxide), CO (methanol). Run in O (water). The product is C1(=CC=CC=C1)C(C(=O)O)C(C)C (2-phenyl-3-methylbutyric acid). Isolated yield 94.4%. RXN SMILES: C[O:2][C:3](=[O:14])[CH:4]([C:8]1[CH:13]=[CH:12][CH:11]=[CH:10][CH:9]=1)[CH:5]([CH3:7])[CH3:6].[OH-].[Na+].CO>O>[C:8]1([CH:4]([CH:5]([CH3:7])[CH3:6])[C:3]([OH:14])=[O:2])[CH:13]=[CH:12][CH:11]=[CH:10][CH:9]=1 |f:1.2|. Procedure: A solution of 165.8 g (0.87 mol) of 2-phenyl-3-methylbutyric acid methyl ester, 52.0 q (1.30 mol) of sodium hydroxide, 1200 ml of methanol and 600 ml of water was heated to reflux for one hour. After evaporation of the methanol under reduced pressure, dilution with water and acidification with conc. hydrochloric acid, the aqueous solution was extracted with ether. The ethereal extracts were washed with water, dried over sodium sulfate and evaporated under reduced pressure, to obtain 146.3 g (95%... Reaction SMILES: [Br:7][CH2:8][C:9](=[O:10])[O:11][CH2:12][CH3:13].[C:1](=[O:2])([O-:3])[O-:4].[CH2:14]([c:15]1[cH:16][cH:17][cH:18][cH:19][cH:20]1)[O:21][C:22](=[O:23])[CH:24]1[CH2:25][CH2:26][c:27]2[nH:28][c:29]3[c:30]([Cl:37])[cH:31][cH:32][cH:33][c:34]3[c:35]2[CH2:36]1.[Cs+:5].[Cs+:6].[O:38]=[CH:39][N:40]([CH3:41])[CH3:42]>>[CH2:8]([C:9](=[O:10])[O:11][CH2:12][CH3:13])[n:28]1[c:27]2[c:35]([c:34]3[c:29]1[c:30]([Cl:37])[cH:31][cH:32][cH:33]3)[CH2:36][CH:24]([C:22]([O:21][CH2:14][c:15]1[cH:16][cH:17][cH:18][cH:19][cH:20]1)=[O:23])[CH2:25][CH2:26]2. The reactants are CCOC(=O)CBr, O=C([O-])[O-], O=C(OCc1ccccc1)C1CCc2[nH]c3c(Cl)cccc3c2C1, [Cs+], [Cs+], CN(C)C=O. The product is CCOC(=O)Cn1c2c(c3cccc(Cl)c31)CC(C(=O)OCc1ccccc1)CC2. The reactants are Cc1cc(=O)n2cc(C(=O)O)sc2n1, CC(Cl)Cl, [Na+], O=C([O-])O, O, O=S(=O)(Cl)Cl. Yields the product Cc1nc2sc(C(=O)O)cn2c(=O)c1Cl. RXN SMILES: [CH3:1][c:2]1[n:3][c:4]2[n:5]([c:6](=[O:8])[cH:7]1)[cH:9][c:10]([C:12](=[O:13])[OH:14])[s:11]2.[Cl:26][CH:27]([Cl:28])[CH3:29].[Na+:25].[O-:21][C:22]([OH:23])=[O:24].[OH2:20].[S:15]([Cl:16])(=[O:17])([Cl:18])=[O:19]>>[CH3:1][c:2]1[n:3][c:4]2[n:5]([c:6](=[O:8])[c:7]1[Cl:18])[cH:9][c:10]([C:12](=[O:13])[OH:14])[s:11]2. The reactants are C(C1=CC=CC=C1)N1N=C(C=2C1=NC=NC2O)NC2=CC=CC=C2 (1-benzyl-4-hydroxy-3-phenylamino-pyrazolo[3,4-d]-pyrimidine), O=P(Cl)(Cl)Cl (POCl3). The product is C(C1=CC=CC=C1)N1N=C(C=2C1=NC=NC2Cl)NC2=CC=CC=C2 (1-benzyl-4-chloro-3-phenylamino-pyrazolo[3,4-d]pyrimidine). Reaction SMILES: [CH2:1]([N:8]1[C:12]2=[N:13][CH:14]=[N:15][C:16](O)=[C:11]2[C:10]([NH:18][C:19]2[CH:24]=[CH:23][CH:22]=[CH:21][CH:20]=2)=[N:9]1)[C:2]1[CH:7]=[CH:6][CH:5]=[CH:4][CH:3]=1.O=P(Cl)(Cl)[Cl:27]>>[CH2:1]([N:8]1[C:12]2=[N:13][CH:14]=[N:15][C:16]([Cl:27])=[C:11]2[C:10]([NH:18][C:19]2[CH:24]=[CH:23][CH:22]=[CH:21][CH:20]=2)=[N:9]1)[C:2]1[CH:7]=[CH:6][CH:5]=[CH:4][CH:3]=1. Procedure: Under argon, 200 mg of 1-benzyl-4-hydroxy-3-phenylamino-pyrazolo[3,4-d]-pyrimidine are heated under reflux for 5 hours with 2 ml of POCl3, during which time the suspension slowly becomes a solution. The light-brown solution is cooled to room temperature, concentrated to dryness by evaporation and stirred with ice-water. The crude product is filtered off with suction and recrystallized from ethanol/water, yielding fine needles of 1-benzyl-4-chloro-3-phenylamino-pyrazolo[3,4-d]pyrimidine; m.p. 135... Starting materials: FC(CCCOC1=CC=C(C=C1)C1=NNC(O1)=O)(F)F (5-[4-(4,4,4-trifluorobutoxy)phenyl]-1,3,4-oxadiazol-2(3H)-one), CSCCCl (2-chloroethyl methyl sulphide), C([O-])([O-])=O.[K+].[K+] (potassium carbonate), CN(C=O)C (dimethylformamide). Run in O (water). Reaction conditions: temperature 90 celsius. Product: FC(CCCOC1=CC=C(C=C1)C1=NN(C(O1)=O)CCSC)(F)F (5-[4-(4,4,4-Trifluorobutoxy)phenyl]-3-methylthioethyl-1,3,4-oxadiazol-2(3H)-one). The yield is 67.6%. As a reaction SMILES: [F:1][C:2]([F:20])([F:19])[CH2:3][CH2:4][CH2:5][O:6][C:7]1[CH:12]=[CH:11][C:10]([C:13]2[O:17][C:16](=[O:18])[NH:15][N:14]=2)=[CH:9][CH:8]=1.[CH3:21][S:22][CH2:23][CH2:24]Cl.C(=O)([O-])[O-].[K+].[K+].CN(C)C=O>O>[F:20][C:2]([F:1])([F:19])[CH2:3][CH2:4][CH2:5][O:6][C:7]1[CH:12]=[CH:11][C:10]([C:13]2[O:17][C:16](=[O:18])[N:15]([CH2:24][CH2:23][S:22][CH3:21])[N:14]=2)=[CH:9][CH:8]=1 |f:2.3.4|. Procedure: 2 g of 5-[4-(4,4,4-trifluorobutoxy)phenyl]-1,3,4-oxadiazol-2(3H)-one, 1.14 g of 2-chloroethyl methyl sulphide, 2.4 g of potassium carbonate and 30 ml of dimethylformamide are introduced into a 50 ml three-necked round-bottomed flask. The reaction mixture is heated to 90° C. and is maintained at this temperature overnight, then poured into water. The precipitate formed is collected by filtration, washed with water and taken up in ethyl acetate. The solution is dried over sodium sulphate and the s... Starting materials: CCCCCCCCC(NC(C)C(=O)N1C(=O)N(Cc2ccccc2)CC1C(=O)OC(C)(C)C)C(=O)OCc1ccccc1, Cl, C1COCCO1. The product is CCCCCCCCC(NC(C)C(=O)N1C(=O)N(Cc2ccccc2)CC1C(=O)O)C(=O)OCc1ccccc1. Reaction SMILES: [CH2:1]([c:2]1[cH:3][cH:4][cH:5][cH:6][cH:7]1)[N:8]1[C:9](=[O:44])[N:10]([C:20]([CH:21]([CH3:22])[NH:23][CH:24]([CH2:25][CH2:26][CH2:27][CH2:28][CH2:29][CH2:30][CH2:31][CH3:32])[C:33](=[O:34])[O:35][CH2:36][c:37]2[cH:38][cH:39][cH:40][cH:41][cH:42]2)=[O:43])[CH:11]([C:13](=[O:14])[O:15][C:16]([CH3:17])([CH3:18])[CH3:19])[CH2:12]1.[ClH:51].[O:45]1[CH2:46][CH2:47][O:48][CH2:49][CH2:50]1>>[CH2:1]([c:2]1[cH:3][cH:4][cH:5][cH:6][cH:7]1)[N:8]1[C:9](=[O:44])[N:10]([C:20]([CH:21]([CH3:22])[NH:23][CH:24]([CH2:25][CH2:26][CH2:27][CH2:28][CH2:29][CH2:30][CH2:31][CH3:32])[C:33](=[O:34])[O:35][CH2:36][c:37]2[cH:38][cH:39][cH:40][cH:41][cH:42]2)=[O:43])[CH:11]([C:13](=[O:14])[OH:15])[CH2:12]1. Reactants: BrC1CCCC1, COc1ccc(-c2n[nH]c3c(Cl)cccc23)cc1, [H-], [Na+]. Product: COc1ccc(-c2nn(C3CCCC3)c3c(Cl)cccc23)cc1. As a reaction SMILES: [CH:21]1([Br:26])[CH2:22][CH2:23][CH2:24][CH2:25]1.[Cl:1][c:2]1[cH:3][cH:4][cH:5][c:6]2[c:7](-[c:11]3[cH:12][cH:13][c:14]([O:17][CH3:18])[cH:15][cH:16]3)[n:8][nH:9][c:10]12.[H-:19].[Na+:20]>>[Cl:1][c:2]1[cH:3][cH:4][cH:5][c:6]2[c:7](-[c:11]3[cH:12][cH:13][c:14]([O:17][CH3:18])[cH:15][cH:16]3)[n:8][n:9]([CH:21]3[CH2:22][CH2:23][CH2:24][CH2:25]3)[c:10]12.